Task: describe an organic reaction: reactants, conditions, products, and yield. Dataset: the Open Reaction Database (ORD), a public repository of structured organic reaction records Reactants: ClC1=C(C#N)C=CC(=C1)C1=NNC=C1 (2-Chloro-4-(1H-pyrazol-3-yl)benzonitrile), C(=O)(OC(C)(C)C)NC[C@H](C)O (N-Boc-(S)-1-amino-2-propanol), C1(=CC=CC=C1)P(C1=CC=CC=C1)C1=CC=CC=C1 (triphenylphosphine), CC(C)OC(=O)/N=N/C(=O)OC(C)C (DIAD). Procedure: 2-Chloro-4-(1H-pyrazol-3-yl)benzonitrile (0.91 g, 3.80 mmol) was reacted with N-Boc-(S)-1-amino-2-propanol (1.00 g, 5.71 mmol) in the presence of triphenylphosphine and DIAD using the method of Example 99. After Boc-deprotection 0.30 g (30%) of the title compound was obtained. 1H-NMR (400 MHz; d6-DMSO): δ 1.43 (d, 3H), 2.91-3.40 (m, 1H), 4.29-4.39 (m, 1H), 4.71-4.85 (m, 1H), 7.97 (d, 1H), 7.89 (d, 1H), 7.96 (d, 1H), 7.97 (d, 1H), 8.11 (dd, 1H). m/z [260.7+1]. Yields the product NC[C@H](C)N1N=C(C=C1)C1=CC(=C(C#N)C=C1)Cl ((S)-4-(1-(1-aminopropan-2-yl)-1H-pyrazol-3-yl)-2-chlorobenzonitrile). RXN SMILES: [Cl:1][C:2]1[CH:9]=[C:8]([C:10]2[CH:14]=[CH:13][NH:12][N:11]=2)[CH:7]=[CH:6][C:3]=1[C:4]#[N:5].C([NH:22][CH2:23][C@@H:24](O)[CH3:25])(OC(C)(C)C)=O.C1(P(C2C=CC=CC=2)C2C=CC=CC=2)C=CC=CC=1.CC(OC(/N=N/C(OC(C)C)=O)=O)C>>[NH2:22][CH2:23][C@@H:24]([N:12]1[CH:13]=[CH:14][C:10]([C:8]2[CH:7]=[CH:6][C:3]([C:4]#[N:5])=[C:2]([Cl:1])[CH:9]=2)=[N:11]1)[CH3:25].